The task is: describe an organic reaction: reactants, conditions, products, and yield. This data is from the Open Reaction Database (ORD), a public repository of structured organic reaction records. The reactants are COc1ccc(CCl)cc1, COc1ccc(CNc2cc(Cl)nc(C)n2)cc1, [H-], [Na+], CN(C)C=O, O. Yields the product COc1ccc(CN(Cc2ccc(OC)cc2)c2cc(Cl)nc(C)n2)cc1. As a reaction SMILES: [Cl:21][CH2:22][c:23]1[cH:24][cH:25][c:26]([O:29][CH3:30])[cH:27][cH:28]1.[Cl:3][c:4]1[cH:5][c:6]([NH:11][CH2:12][c:13]2[cH:14][cH:15][c:16]([O:19][CH3:20])[cH:17][cH:18]2)[n:7][c:8]([CH3:10])[n:9]1.[H-:1].[Na+:2].[O:32]=[CH:33][N:34]([CH3:35])[CH3:36].[OH2:31]>>[Cl:3][c:4]1[cH:5][c:6]([N:11]([CH2:12][c:13]2[cH:14][cH:15][c:16]([O:19][CH3:20])[cH:17][cH:18]2)[CH2:22][c:23]2[cH:24][cH:25][c:26]([O:29][CH3:30])[cH:27][cH:28]2)[n:7][c:8]([CH3:10])[n:9]1. Reactants: C(C)N1N=CC2=C1N=CC1=C2NC=2N(C1=O)N=CC2 (3-ethyl-3,11-dihydro-6H-pyrazolo[1,5-a]-pyrazolo[4',3':5,6]pyrido[4,3-d]pyrimidin-6-one), [Na] (sodium), BrCCC(C)C (1-bromo-3-methylbutane). Run in COCCOCCOC (diethyleneglycol dimethylether). Yields the product C(C)N1N=CC2=C1N=CC1=C2N(C=2N(C1=O)N=CC2)CCC(C)C (3-ethyl-3,11-dihydro-11-(3-methylbutyl)-6H-pyrazolo[1,5-a]-pyrazolo[4',3':5,6]pyrido[4,3-d]pyrimidin-6-one). As a reaction SMILES: [CH2:1]([N:3]1[C:7]2[N:8]=[CH:9][C:10]3[C:15](=[O:16])[N:14]4[N:17]=[CH:18][CH:19]=[C:13]4[NH:12][C:11]=3[C:6]=2[CH:5]=[N:4]1)[CH3:2].[Na].Br[CH2:22][CH2:23][CH:24]([CH3:26])[CH3:25]>COCCOCCOC>[CH2:1]([N:3]1[C:7]2[N:8]=[CH:9][C:10]3[C:15](=[O:16])[N:14]4[N:17]=[CH:18][CH:19]=[C:13]4[N:12]([CH2:22][CH2:23][CH:24]([CH3:26])[CH3:25])[C:11]=3[C:6]=2[CH:5]=[N:4]1)[CH3:2] |^1:19|. Procedure details: 7.6 g. of 3-ethyl-3,11-dihydro-6H-pyrazolo[1,5-a]-pyrazolo[4',3':5,6]pyrido[4,3-d]pyrimidin-6-one (0.03 mol. ) are refluxed with stirring in 100 ml. of diethyleneglycol dimethylether together with 1.4 g. of sodium (0.06 mol.). After this time, 11.5 g. of 1-bromo-3-methylbutane (0.075 mol.) are added and the mixture is refluxed for 16 hours. The solvent is distilled off and the residue is crystallized with methanol, filtered and washed with water to obtain 3-ethyl-3,11-dihydro-11-(3-methylbutyl)-... The yield is 99.9%. The reactants are FC(S(=O)(=O)OC1=CN=CC2=CC=C(C=C12)C(=O)OCC[Si](C)(C)C)(F)F (2-(trimethylsilyl)ethyl 4-{[(trifluoromethyl)sulfonyl]oxy}isoquinoline-6-carboxylate), C(C)(=O)N1CCC(CC1)(O)C1=CC=C(C=C1)B1OC(C(O1)(C)C)(C)C (1-acetyl-4-[4-(4,4,5,5-tetramethyl-1,3,2-dioxaborolan-2-yl)phenyl]piperidin-4-ol). Reported procedure: Using 2-(trimethylsilyl)ethyl 4-{[(trifluoromethyl)sulfonyl]oxy}isoquinoline-6-carboxylate (800 mg, 1.90 mmol) and 1-acetyl-4-[4-(4,4,5,5-tetramethyl-1,3,2-dioxaborolan-2-yl)phenyl]piperidin-4-ol (983 mg, 2.85 mmol) synthesized in Reference Example 10, the desired title compound (931 mg, yield 100%) was obtained by the same method as in Reference Example 4 (4a). RXN SMILES: FC(F)(F)S(O[C:7]1[C:16]2[C:11](=[CH:12][CH:13]=[C:14]([C:17]([O:19][CH2:20][CH2:21][Si:22]([CH3:25])([CH3:24])[CH3:23])=[O:18])[CH:15]=2)[CH:10]=[N:9][CH:8]=1)(=O)=O.[C:28]([N:31]1[CH2:36][CH2:35][C:34]([C:38]2[CH:43]=[CH:42][C:41](B3OC(C)(C)C(C)(C)O3)=[CH:40][CH:39]=2)([OH:37])[CH2:33][CH2:32]1)(=[O:30])[CH3:29]>>[C:28]([N:31]1[CH2:36][CH2:35][C:34]([C:38]2[CH:43]=[CH:42][C:41]([C:7]3[C:16]4[C:11](=[CH:12][CH:13]=[C:14]([C:17]([O:19][CH2:20][CH2:21][Si:22]([CH3:25])([CH3:24])[CH3:23])=[O:18])[CH:15]=4)[CH:10]=[N:9][CH:8]=3)=[CH:40][CH:39]=2)([OH:37])[CH2:33][CH2:32]1)(=[O:30])[CH3:29]. Product: C(C)(=O)N1CCC(CC1)(O)C1=CC=C(C=C1)C1=CN=CC2=CC=C(C=C12)C(=O)OCC[Si](C)(C)C (2-(Trimethylsilyl)ethyl 4-[4-(1-acetyl-4-hydroxypiperidin-4-yl)phenyl]isoquinoline-6-carboxylate). Starting materials: COC(=O)c1cnc(OCc2c(-c3ccccc3)noc2C)cn1, CCO, [Na+], [Na+], [Na+], O=C([O-])[O-], [OH-]. Product: Cc1onc(-c2ccccc2)c1COc1cnc(C(=O)O)cn1. Reaction SMILES: [CH3:1][O:2][C:3](=[O:4])[c:5]1[n:6][cH:7][c:8]([O:11][CH2:12][c:13]2[c:14](-[c:19]3[cH:20][cH:21][cH:22][cH:23][cH:24]3)[n:15][o:16][c:17]2[CH3:18])[n:9][cH:10]1.[CH3:33][CH2:34][OH:35].[Na+:26].[Na+:27].[Na+:28].[O-:29][C:30](=[O:31])[O-:32].[OH-:25]>>[O:2]=[C:3]([OH:4])[c:5]1[n:6][cH:7][c:8]([O:11][CH2:12][c:13]2[c:14](-[c:19]3[cH:20][cH:21][cH:22][cH:23][cH:24]3)[n:15][o:16][c:17]2[CH3:18])[n:9][cH:10]1. The reactants are O=C(CC1=NC2=C(C(O1)=O)C=CC=C2)C (2-(2-oxopropyl)-4H-3,1-benzoxazin-4-one), N(N)CC=1C=NC=CC1 (3-hydrazinomethylpyridine), ClCC=1C=NC=CC1 (3-chloromethylpyridine). The solvent is C(C)O (ethanol). Yields the product CC1=NN(C(=C1)NC1=C(C(=O)O)C=CC=C1)CC=1C=NC=CC1 (2-[[3-Methyl-1-(3-pyridinylmethyl)-1H-pyrazol-5-yl]amino]benzoic acid). The yield is 66.5%. As a reaction SMILES: O=[C:2]([CH3:15])[CH2:3][C:4]1[O:9][C:8](=[O:10])[C:7]2[CH:11]=[CH:12][CH:13]=[CH:14][C:6]=2[N:5]=1.[NH:16]([CH2:18][C:19]1[CH:20]=[N:21][CH:22]=[CH:23][CH:24]=1)[NH2:17].ClCC1C=NC=CC=1>C(O)C>[CH3:15][C:2]1[CH:3]=[C:4]([NH:5][C:6]2[CH:14]=[CH:13][CH:12]=[CH:11][C:7]=2[C:8]([OH:9])=[O:10])[N:16]([CH2:18][C:19]2[CH:20]=[N:21][CH:22]=[CH:23][CH:24]=2)[N:17]=1. Procedure: A solution in ethanol (50 mL) of 2-(2-oxopropyl)-4H-3,1-benzoxazin-4-one (11.2 g, 55.1 mmol) and 3-hydrazinomethylpyridine (7.44 g, 60.4 mmol) which was prepared from 3-chloromethylpyridine following the method described in Reference Example 2-2, was heated under reflux for 1 hour. The solution was cooled to room temperature, and the resulting crude crystals were collected by filtration. The crystals were washed with ethanol and air dried to give the title compound (11.3 g, 67% yield). mp: 180-1... Starting materials: C[O-], CN(C)C=O, CO, Cc1cnc(CO)c(C)c1Cl, [Na+]. The product is COc1c(C)cnc(CO)c1C. Reaction SMILES: [CH3:12][O-:13].[CH3:15][N:16]([CH3:17])[CH:18]=[O:19].[CH3:20][OH:21].[Cl:1][c:2]1[c:3]([CH3:11])[c:4]([CH2:9][OH:10])[n:5][cH:6][c:7]1[CH3:8].[Na+:14]>>[c:2]1([O:13][CH3:12])[c:3]([CH3:11])[c:4]([CH2:9][OH:10])[n:5][cH:6][c:7]1[CH3:8]. Reactants: COC=1C=C2C(C(C3=C(OC4(CCNCC4)CS3)C2=CC1)=O)=O (8-methoxyspiro[naphtho[1,2-b][1,4]oxathiine-2,4′-piperidine]-5,6-dione), ClC1=CC=C(OC[C@H]2OC2)C=C1 ((2S)-2-[(4-chlorophenoxy)methyl]oxirane). Yields the product ClC1=CC=C(OC[C@H](CN2CCC3(CC2)CSC2=C(O3)C3=CC=C(C=C3C(C2=O)=O)OC)O)C=C1 (1′-[(2S)-3-(4-chlorophenoxy)-2-hydroxypropyl]-8-methoxyspiro[naphtho[1,2-b][1,4]oxathiine-2,4′-piperidine]-5,6-dione). Reaction SMILES: [CH3:1][O:2][C:3]1[CH:4]=[C:5]2[C:19](=[CH:20][CH:21]=1)[C:9]1[O:10][C:11]3([CH2:17][S:18][C:8]=1[C:7](=[O:22])[C:6]2=[O:23])[CH2:16][CH2:15][NH:14][CH2:13][CH2:12]3.[Cl:24][C:25]1[CH:35]=[CH:34][C:28]([O:29][CH2:30][C@@H:31]2[CH2:33][O:32]2)=[CH:27][CH:26]=1>>[Cl:24][C:25]1[CH:35]=[CH:34][C:28]([O:29][CH2:30][C@@H:31]([OH:32])[CH2:33][N:14]2[CH2:15][CH2:16][C:11]3([O:10][C:9]4[C:19]5[C:5]([C:6](=[O:23])[C:7](=[O:22])[C:8]=4[S:18][CH2:17]3)=[CH:4][C:3]([O:2][CH3:1])=[CH:21][CH:20]=5)[CH2:12][CH2:13]2)=[CH:27][CH:26]=1. Reported procedure: Compound 205 was synthesized using 8-methoxyspiro[naphtho[1,2-b][1,4]oxathiine-2,4′-piperidine]-5,6-dione, (2S)-2-[(4-chlorophenoxy)methyl]oxirane and conditions outlined in procedure Y. M.p.=189-191° C.; 400 MHz 1H NMR (DMSO-d6) δ: 7.73 (d, J=8.6 Hz, 1H), 7.38 (d, J=7.6 Hz, 1H), 7.34 (d, J=2.8 Hz, 1H), 7.31 (dd, J=1.5, 6.8 Hz, 3H), 6.98 (d, J=3.5 Hz, 1H), 4.90 (d, J=4.7 Hz, 1H), 4.05-3.92 (m, 2H), 3.87 (s, 3H), 3.05 (s, 2H), 2.86-2.74 (m, 2H), 2.55-2.38 (m, 4H), 2.01-1.93 (m, 2H), 1.86-1.73 (m,... The reactants are FC1=CC=C(C(=O)N(C)OC)C=C1 (4-Fluoro-N-methoxy-N-methylbenzamide), C1CCOC1 (THF), [Li]CCCC (nBuLi), FC1=NC=CC(=C1)C (2-Fluoro-4-methylpyridine), C(C)(C)NC(C)C (Diisopropylamine), C1CCOC1 (THF), solution, [Na+].[Cl-] (NaCl). Run in CCCCCC (hexane). Run at time 30 minute. Yields the product FC1(CC(=NC=C1)F)CC(=O)C1=CC=CC=C1 (4-Fluoro-2-(2-fluoropyridin-4-yl)acetophenone). As a reaction SMILES: [CH:1](NC(C)C)([CH3:3])[CH3:2].[Li]CCCC.[F:13][C:14]1[CH:19]=[C:18]([CH3:20])[CH:17]=[CH:16][N:15]=1.[F:21]C1C=CC(C(N(OC)C)=O)=CC=1.[Na+].[Cl-].[CH2:36]1[CH2:40][O:39][CH2:38][CH2:37]1>CCCCCC>[F:21][C:18]1([CH2:20][C:38]([C:37]2[CH:36]=[CH:40][CH:3]=[CH:1][CH:2]=2)=[O:39])[CH:17]=[CH:16][N:15]=[C:14]([F:13])[CH2:19]1 |f:4.5|. Procedure details: Diisopropylamine (0.93 ml; 6.55 mmol) in THF (6 ml) is cooled to −78 C. and treated with nBuLi (3.8 ml; 6.08 mmol of a 1.6 M solution in hexane). 2-Fluoro-4-methylpyridine (620 mg; 5.4 mmol) is added dropwise and stirred under argon for 30 min. 4-Fluoro-N-methoxy-N-methylbenzamide (1 g; 5.46 mmol) is added dropwise in THF (0.5 ml) and the reaction mixture allowed to warm up to room temperature within 10 min. then poured on a saturated solution of NaCl and extracted with TBME three times. The com... Starting materials: C(C)OC(C(CC=1C=C2C=CNC2=CC1)OCC)=O (rac-2-ethoxy-3-(1H-indol-5-yl)-propionic acid ethyl ester), ClCC=1N=C(OC1C)C1=C(C=CC=C1)OC (4-chloromethyl-2-(2-methoxy-phenyl)-5-methyl-oxazole). The product is C(C)OC(C(=O)O)CC=1C=C2C=CN(C2=CC1)CC=1N=C(OC1C)C1=C(C=CC=C1)OC (Rac-2-Ethoxy-3-{1-[2-(2-methoxy-phenyl)-5-methyl-oxazol-4-ylmethyl]-1H-indol-5-yl}-propionic Acid). The yield is 56.0%. As a reaction SMILES: C([O:3][C:4](=[O:19])[CH:5]([O:16][CH2:17][CH3:18])[CH2:6][C:7]1[CH:8]=[C:9]2[C:13](=[CH:14][CH:15]=1)[NH:12][CH:11]=[CH:10]2)C.Cl[CH2:21][C:22]1[N:23]=[C:24]([C:28]2[CH:33]=[CH:32][CH:31]=[CH:30][C:29]=2[O:34][CH3:35])[O:25][C:26]=1[CH3:27]>>[CH2:17]([O:16][CH:5]([CH2:6][C:7]1[CH:8]=[C:9]2[C:13](=[CH:14][CH:15]=1)[N:12]([CH2:21][C:22]1[N:23]=[C:24]([C:28]3[CH:33]=[CH:32][CH:31]=[CH:30][C:29]=3[O:34][CH3:35])[O:25][C:26]=1[CH3:27])[CH:11]=[CH:10]2)[C:4]([OH:3])=[O:19])[CH3:18]. Procedure: Starting from rac-2-ethoxy-3-(1H-indol-5-yl)-propionic acid ethyl ester and 4-chloromethyl-2-(2-methoxy-phenyl)-5-methyl-oxazole, the title compound was obtained in 56% yield as a pale yellow solid. MS: (M+H)+ 435.3. Reported procedure: Starting from 4-chloro-2,6-dimethyl-6,7-dihydro-8H-pyrimido[5,4-b][1,4]oxazin-7-one (Khim. Geterotsikl. Soed. 1972, 1285) and ethyl 2-bromopropionate, Example 32 is followed. After refluxing for 12 hours and evaporating, the residue [the most part of which is 4-chloro-2,6-dimethyl-(1-ethoxycarbonyl-1-ethyl)-6,7-dihydro-8H-pyrimido[5,4-b][1,4]oxazin-7-one] is reacted with morpholine and worked up as described in Example 1, except that the evaporation residue is triturated with ether, filtered, th... The product is CC=1N=C(C=2OC(C(N(C2N1)C(C)C(=O)OCC)=O)C)N1CCOCC1 (2,6-Dimethyl-8-(1-ethoxycarbonyl-1-ethyl)-4-(4-morpholinyl)-6,7-dihydro-8H-pyrimido[5,4-b][1,4]oxazin-7-one). Starting materials: ClC1=NC(=NC2=C1OC(C(N2)=O)C)C (4-chloro-2,6-dimethyl-6,7-dihydro-8H-pyrimido[5,4-b][1,4]oxazin-7-one), BrC(C(=O)OCC)C (ethyl 2-bromopropionate). The yield is 42.0%. RXN SMILES: Cl[C:2]1[C:7]2[O:8][CH:9]([CH3:13])[C:10](=[O:12])[NH:11][C:6]=2[N:5]=[C:4]([CH3:14])[N:3]=1.Br[CH:16]([CH3:22])[C:17]([O:19][CH2:20][CH3:21])=[O:18]>>[CH3:14][C:4]1[N:3]=[C:2]([N:11]2[CH2:6][CH2:7][O:8][CH2:9][CH2:10]2)[C:7]2[O:8][CH:9]([CH3:13])[C:10](=[O:12])[N:11]([CH:16]([C:17]([O:19][CH2:20][CH3:21])=[O:18])[CH3:22])[C:6]=2[N:5]=1.